Task: describe an organic reaction: reactants, conditions, products, and yield. Dataset: the Open Reaction Database (ORD), a public repository of structured organic reaction records The reactants are C, CCCCN(CCCC)CCCOc1ccc(CCNC(=O)OCc2ccccc2)cc1, CCO, Cl, O, [Pd]. Product: CCCCN(CCCC)CCCOc1ccc(CCN)cc1. As a reaction SMILES: [C:38].[CH2:5]([O:6][C:7](=[O:8])[NH:15][CH2:16][CH2:17][c:18]1[cH:19][cH:20][c:21]([O:24][CH2:25][CH2:26][CH2:27][N:28]([CH2:29][CH2:30][CH2:31][CH3:32])[CH2:33][CH2:34][CH2:35][CH3:36])[cH:22][cH:23]1)[c:9]1[cH:10][cH:11][cH:12][cH:13][cH:14]1.[CH3:2][CH2:3][OH:4].[ClH:1].[OH2:37].[Pd:39]>>[NH2:15][CH2:16][CH2:17][c:18]1[cH:19][cH:20][c:21]([O:24][CH2:25][CH2:26][CH2:27][N:28]([CH2:29][CH2:30][CH2:31][CH3:32])[CH2:33][CH2:34][CH2:35][CH3:36])[cH:22][cH:23]1.